Task: describe an organic reaction: reactants, conditions, products, and yield. Dataset: the Open Reaction Database (ORD), a public repository of structured organic reaction records Starting materials: O=C(c1ccc(Br)s1)N1CCCC1, CC1CCCN1CC1CCCN1C(=O)c1ccc(B2OC(C)(C)C(C)(C)O2)cc1. The product is CC1CCCN1CC1CCCN1C(=O)c1ccc(-c2ccc(C(=O)N3CCCC3)s2)cc1. RXN SMILES: [Br:30][c:31]1[cH:32][cH:33][c:34]([C:36](=[O:37])[N:38]2[CH2:39][CH2:40][CH2:41][CH2:42]2)[s:35]1.[CH3:1][CH:2]1[N:3]([CH2:7][CH:8]2[N:9]([C:13](=[O:14])[c:15]3[cH:16][cH:17][c:18]([B:21]4[O:22][C:23]([CH3:24])([CH3:25])[C:26]([CH3:27])([CH3:28])[O:29]4)[cH:19][cH:20]3)[CH2:10][CH2:11][CH2:12]2)[CH2:4][CH2:5][CH2:6]1>>[CH3:1][CH:2]1[N:3]([CH2:7][CH:8]2[N:9]([C:13](=[O:14])[c:15]3[cH:16][cH:17][c:18](-[c:31]4[cH:32][cH:33][c:34]([C:36](=[O:37])[N:38]5[CH2:39][CH2:40][CH2:41][CH2:42]5)[s:35]4)[cH:19][cH:20]3)[CH2:10][CH2:11][CH2:12]2)[CH2:4][CH2:5][CH2:6]1. The reactants are BrC1=CC=CC=2CN(CCOC21)C(=O)OC(C)(C)C (tert-Butyl 9-bromo-2,3-dihydro-1,4-benzoxazepine-4(5H)-carboxylate), O1[C-]=NC(C1)=O (2-oxazolidone), P(=O)([O-])([O-])[O-].[K+].[K+].[K+] (tripotassium phosphate), [C@@H]1([C@@H](CCCC1)N)N (1,2-trans-cyclohexanediamine), Copper iodide(I). The solvent is O1CCOCC1 (dioxane), CN(C=O)C (N,N-dimethylformamide), C(C)(=O)OCC (ethyl acetate), O (water). Reaction conditions: time 5 minute. The product is O=C1OCCN1C1=CC=CC=2CN(CCOC21)C(=O)OC(C)(C)C (tert-butyl 9-(2-oxo-1,3-oxazolidin-3-yl)-2,3-dihydro-1,4-benzoxazepine-4(5H)-carboxylate). The yield is 68.8%. As a reaction SMILES: Br[C:2]1[C:12]2[O:11][CH2:10][CH2:9][N:8]([C:13]([O:15][C:16]([CH3:19])([CH3:18])[CH3:17])=[O:14])[CH2:7][C:6]=2[CH:5]=[CH:4][CH:3]=1.[O:20]1[CH2:24][C:23](=O)[N:22]=[C-:21]1.P([O-])([O-])([O-])=[O:27].[K+].[K+].[K+].[C@@H]1(N)CCCC[C@H]1N>C(OCC)(=O)C.O.O1CCOCC1.CN(C)C=O>[O:27]=[C:21]1[N:22]([C:2]2[C:12]3[O:11][CH2:10][CH2:9][N:8]([C:13]([O:15][C:16]([CH3:19])([CH3:18])[CH3:17])=[O:14])[CH2:7][C:6]=3[CH:5]=[CH:4][CH:3]=2)[CH2:23][CH2:24][O:20]1 |f:2.3.4.5|. Procedure: A mixture of tert-Butyl 9-bromo-2,3-dihydro-1,4-benzoxazepine-4(5H)-carboxylate (328 mg, 1.00 mmol), 2-oxazolidone (87.0 mg, 1.00 mmol), tripotassium phosphate (318 mg, 1.50 mmol), N,N-dimethylformamide (3 ml), dioxane (3 ml) and 1,2-trans-cyclohexanediamine (0.025 ml) was stirred at room temperature under a nitrogen atmosphere for 5 min. Copper iodide(I) (35.0 mg, 0.184 mmol) was added, and the mixture was stirred at 110° C. under a nitrogen atmosphere for 20 hr. The reaction mixture was poured... Starting materials: O=CC(=O)O, CCOc1ccccc1O, [Na+], [OH-], O. As a reaction SMILES: [C:11]([CH:12]=[O:13])(=[O:14])[OH:15].[CH2:1]([CH3:2])[O:3][c:4]1[c:5]([OH:10])[cH:6][cH:7][cH:8][cH:9]1.[Na+:17].[OH-:16].[OH2:18]>>[CH2:1]([CH3:2])[O:3][c:4]1[c:5]([OH:10])[cH:6][cH:7][c:8]([CH:12]([C:11](=[O:14])[OH:15])[OH:13])[cH:9]1. Yields the product CCOc1cc(C(O)C(=O)O)ccc1O. Starting materials: C(C1=CC=CC=C1)(C1=CC=CC=C1)N1CC(C1)OC(C1=C(C=CC=C1)C(F)(F)F)C1=CC=C(C=C1)S(=O)(=O)C (1-benzhydryl-3-[2-(trifluoromethyl)-4′-(methylsulfonyl)benzhydryloxy]azetidine), ClC1=C(C(C2=CC=C(C=C2)Cl)OC2CNC2)C=CC(=C1)Cl (3-(2,4,4′-trichlorobenzhydryloxy)azetidine). The product is FC(C1=C(C(C2=CC=C(C=C2)S(=O)(=O)C)OC2CNC2)C=CC=C1)(F)F (3-[2-(trifluoromethyl)-4′-(methylsulfonyl)benzhydryloxy]azetidine). Yield: 8.8%. As a reaction SMILES: C([N:14]1[CH2:17][CH:16]([O:18][CH:19]([C:30]2[CH:35]=[CH:34][C:33]([S:36]([CH3:39])(=[O:38])=[O:37])=[CH:32][CH:31]=2)[C:20]2[CH:25]=[CH:24][CH:23]=[CH:22][C:21]=2[C:26]([F:29])([F:28])[F:27])[CH2:15]1)(C1C=CC=CC=1)C1C=CC=CC=1.ClC1C=C(Cl)C=CC=1C(OC1CNC1)C1C=CC(Cl)=CC=1>>[F:29][C:26]([F:27])([F:28])[C:21]1[CH:22]=[CH:23][CH:24]=[CH:25][C:20]=1[CH:19]([O:18][CH:16]1[CH2:17][NH:14][CH2:15]1)[C:30]1[CH:35]=[CH:34][C:33]([S:36]([CH3:39])(=[O:38])=[O:37])=[CH:32][CH:31]=1. Reported procedure: This material was prepared from 1-benzhydryl-3-[2-(trifluoromethyl)-4′-(methylsulfonyl)benzhydryloxy]azetidine (170) (6.9 mmol) using the procedure described for compound (4). After basic aqueous workup, purification by flash column chromatography [SiO2; ethyl acetate-methanol (90:10)→ethyl acetate-methanol—ammonium hydroxide (90:10:5)] afforded the desired product as a pale yellow oil (234 mg, 9% over 2 steps). The reactants are NC=1C(N(C(N(C1N)CC)=O)CC)=O (5,6-diamino-1,3-diethyluracil), FC(C(=O)O)=CC1=CC=CC=C1 (α-fluorocinnamic acid). Yields the product C(C)N1C(=O)N(C=2N=C(NC2C1=O)/C(=C\C1=CC=CC=C1)/F)CC ((E)-1,3-Diethyl-8-(α-fluorostyryl)xanthine). Isolated yield 57.9%. RXN SMILES: [NH2:1][C:2]1[C:3](=[O:14])[N:4]([CH2:12][CH3:13])[C:5](=[O:11])[N:6]([CH2:9][CH3:10])[C:7]=1[NH2:8].[F:15][C:16](=[CH:20][C:21]1[CH:26]=[CH:25][CH:24]=[CH:23][CH:22]=1)[C:17](O)=O>>[CH2:12]([N:4]1[C:3](=[O:14])[C:2]2[NH:1][C:17](/[C:16](/[F:15])=[CH:20]\[C:21]3[CH:26]=[CH:25][CH:24]=[CH:23][CH:22]=3)=[N:8][C:7]=2[N:6]([CH2:9][CH3:10])[C:5]1=[O:11])[CH3:13]. Reported procedure: Substantially the same procedure as in Example 7 was repeated using 1.08 g (5.47 mmol) of 5,6-diamino-1,3-diethyluracil and 1.00 g (6.02 mmol) of α-fluorocinnamic acid. Then, the resultant crude crystals were recrystallized from dioxane/water to give 1.04 g (yield 58%) of Compound 138 as white plates. The reactants are CCC(C)(C)c1ccc(C(C)=C(C)CBr)cc1, CC1CNCC(C)C1. The product is CCC(C)(C)c1ccc(C(C)=C(C)CN2CC(C)CC(C)C2)cc1. RXN SMILES: [C:1]([CH3:2])([CH3:3])([CH2:4][CH3:5])[c:6]1[cH:7][cH:8][c:9]([C:12](=[C:13]([CH2:14][Br:15])[CH3:16])[CH3:17])[cH:10][cH:11]1.[CH3:18][CH:19]1[CH2:20][NH:21][CH2:22][CH:23]([CH3:25])[CH2:24]1>>[C:1]([CH3:2])([CH3:3])([CH2:4][CH3:5])[c:6]1[cH:7][cH:8][c:9]([C:12](=[C:13]([CH2:14][N:21]2[CH2:20][CH:19]([CH3:18])[CH2:24][CH:23]([CH3:25])[CH2:22]2)[CH3:16])[CH3:17])[cH:10][cH:11]1.